Dataset: the Open Reaction Database (ORD), a public repository of structured organic reaction records. Task: describe an organic reaction: reactants, conditions, products, and yield The reactants are O=C(n1ccnc1)n1ccnc1, CCN(CC)CCN, C1CCOC1, C=CCNCCS(=O)(=O)c1ccccc1. Yields the product C=CCN(CCS(=O)(=O)c1ccccc1)C(=O)NCCN(CC)CC. Reaction SMILES: [C:1](=[O:2])([n:3]1[cH:4][cH:5][n:6][cH:7]1)[n:8]1[cH:9][cH:10][n:11][cH:12]1.[CH2:13]([CH3:14])[N:15]([CH2:16][CH2:17][NH2:18])[CH2:19][CH3:20].[O:36]1[CH2:37][CH2:38][CH2:39][CH2:40]1.[c:21]1([S:27](=[O:28])(=[O:29])[CH2:30][CH2:31][NH:32][CH2:33][CH:34]=[CH2:35])[cH:22][cH:23][cH:24][cH:25][cH:26]1>>[C:1](=[O:2])([NH:18][CH2:17][CH2:16][N:15]([CH2:13][CH3:14])[CH2:19][CH3:20])[N:32]([CH2:31][CH2:30][S:27]([c:21]1[cH:22][cH:23][cH:24][cH:25][cH:26]1)(=[O:28])=[O:29])[CH2:33][CH:34]=[CH2:35]. Starting materials: NC1CCCC1, Clc1nc2ccccc2n2ccnc12. The product is c1ccc2c(c1)nc(NC1CCCC1)c1nccn12. As a reaction SMILES: [CH:15]1([NH2:20])[CH2:16][CH2:17][CH2:18][CH2:19]1.[Cl:1][c:2]1[c:3]2[n:4]([c:5]3[cH:6][cH:7][cH:8][cH:9][c:10]3[n:11]1)[cH:12][cH:13][n:14]2>>[c:2]1([NH:20][CH:15]2[CH2:16][CH2:17][CH2:18][CH2:19]2)[c:3]2[n:4]([c:5]3[cH:6][cH:7][cH:8][cH:9][c:10]3[n:11]1)[cH:12][cH:13][n:14]2. The reactants are C1(=CC=CC=C1)N1CCN(CC1)C(=O)C1=CC=C(C=C1)NCC1=CC=C(C#N)C=C1 (4-{[4-(4-Phenyl-piperazine-1-carbonyl)-phenylamino]-methyl}-benzonitrile), C1(=CC=CC=C1)S(=O)(=O)Cl (phenylsulfonylchloride), N1=CC=CC=C1 (pyridine). Solvent: ClCCl (dichloromethane). Yields the product C(#N)C1=CC=C(CN(S(=O)(=O)C2=CC=CC=C2)C2=CC=C(C=C2)C(=O)N2CCN(CC2)C2=CC=CC=C2)C=C1 (N-(4-Cyano-benzyl)-N-[4-(4-phenyl-piperazine-1-carbonyl)-phenyl]-benzenesulfonamide). The yield is 23.5%. As a reaction SMILES: [C:1]1([N:7]2[CH2:12][CH2:11][N:10]([C:13]([C:15]3[CH:20]=[CH:19][C:18]([NH:21][CH2:22][C:23]4[CH:30]=[CH:29][C:26]([C:27]#[N:28])=[CH:25][CH:24]=4)=[CH:17][CH:16]=3)=[O:14])[CH2:9][CH2:8]2)[CH:6]=[CH:5][CH:4]=[CH:3][CH:2]=1.[C:31]1([S:37](Cl)(=[O:39])=[O:38])[CH:36]=[CH:35][CH:34]=[CH:33][CH:32]=1.N1C=CC=CC=1>ClCCl>[C:27]([C:26]1[CH:25]=[CH:24][C:23]([CH2:22][N:21]([C:18]2[CH:19]=[CH:20][C:15]([C:13]([N:10]3[CH2:11][CH2:12][N:7]([C:1]4[CH:6]=[CH:5][CH:4]=[CH:3][CH:2]=4)[CH2:8][CH2:9]3)=[O:14])=[CH:16][CH:17]=2)[S:37]([C:31]2[CH:36]=[CH:35][CH:34]=[CH:33][CH:32]=2)(=[O:39])=[O:38])=[CH:30][CH:29]=1)#[N:28]. Reported procedure: A mixture of 4-{[4-(4-Phenyl-piperazine-1-carbonyl)-phenylamino]-methyl}-benzonitrile (50 mg, 0.13 mmol), phenylsulfonylchloride (80 mg, 0.42 mmol) and pyridine (0.04 mL, 0.44 mmol) in dichloromethane (5 ml) was heated to reflux for 16 hours. The reaction mixture was cooled to room temperature and the quenched by the addition of water (4 ml). The organics were collected, dried over magnesium sulfate and concentrated in vacuo The residue was purified by preparative thin layer chromatography (dich... Run at temperature 85 celsius, time 5 minute. Reaction SMILES: Cl.[NH:2]([C:4]1[N:9]=[C:8]([NH2:10])[N:7]=[C:6]([NH2:11])[C:5]=1[N:12]=O)[NH2:3].C(O[CH:17](OCC)[CH2:18][Cl:19])C>CN(C=O)C>[Cl:19][CH2:18][C:17]1[N:3]=[N:2][C:4]2[C:5](=[C:6]([NH2:11])[N:7]=[C:8]([NH2:10])[N:9]=2)[N:12]=1. Starting materials: Cl (HCl), N(N)C1=C(C(=NC(=N1)N)N)N=O (6-Hydrazino-5-nitroso-pyrimidine-2,4-diamine), C(C)OC(CCl)OCC (chloroacetaldehyde diethylacetal). The product is ClCC=1N=NC=2C(N1)=C(N=C(N2)N)N (3-Chloromethyl-pyrimido[5,4-e][1,2,4]triazine-5,7-diamine). Procedure details: Concentrated HCl (14 mL) was added to stirred ice cooled DMF (350 mL) followed by 7.14 g of 6-Hydrazino-5-nitroso-pyrimidine-2,4-diamine. After 5 min., chloroacetaldehyde diethylacetal (15.4 mL) was added over a ca. 2 min. period. The cooling bath was removed and the mixture allowed to come to room temperature. After 1 h, the mixture was warmed to 85° C. for 1.5 h and then allowed to cool to room temp over a 2.5 h period. The mixture was filtered to remove a small amount of brown insoluble mater... Solvent: CN(C)C=O (DMF). Reactants: C[C@H]1CN(CCN1)C(=O)OC(C)(C)C (1,1-dimethylethyl (3S)-3-methyl-1-piperazinecarboxylate), ClC1=CC=C(C=C1)S(=O)(=O)Cl (4-chlorobenzenesulfonyl chloride). The solvent is N1=CC=CC=C1 (pyridine). Reaction conditions: time 2 hour. Yields the product ClC1=CC=C(C=C1)S(=O)(=O)N1[C@H](CN(CC1)C(=O)OC(C)(C)C)C (1,1-Dimethylethyl (3S)-4-[(4-chlorophenyl)sulfonyl]-3-methyl-1-piperazinecarboxylate). Yield: 129.0%. As a reaction SMILES: [CH3:1][C@@H:2]1[NH:7][CH2:6][CH2:5][N:4]([C:8]([O:10][C:11]([CH3:14])([CH3:13])[CH3:12])=[O:9])[CH2:3]1.[Cl:15][C:16]1[CH:21]=[CH:20][C:19]([S:22](Cl)(=[O:24])=[O:23])=[CH:18][CH:17]=1>N1C=CC=CC=1>[Cl:15][C:16]1[CH:21]=[CH:20][C:19]([S:22]([N:7]2[CH2:6][CH2:5][N:4]([C:8]([O:10][C:11]([CH3:13])([CH3:12])[CH3:14])=[O:9])[CH2:3][C@@H:2]2[CH3:1])(=[O:24])=[O:23])=[CH:18][CH:17]=1. Procedure details: To a solution of 1,1-dimethylethyl (3S)-3-methyl-1-piperazinecarboxylate (10.0 g, 49.9 mmol, supplier Aldrich) in pyridine (30 ml) was added 4-chlorobenzenesulfonyl chloride (12.7 g, 59.9 mmol) portionwise. The reaction was stirred at room temperature under an argon atmosphere for 2 hours. The reaction was then evaporated, partitioned between 2N aq. HCl (70 ml) and DCM (80 ml). The aqueous was further extracted with DCM (2×80 ml) and the combined DCM layers were passed through a hydrophobic frit... The reactants are OC1=C(C=O)C(=CC=C1)[N+](=O)[O-] (2-hydroxy-6-nitrobenzaldehyde), C[Al](C)C (trimethylaluminum), Cl (hydrochloric acid). Conditions: time 1 hour. The product is OC(C)C1=C(C=CC=C1[N+](=O)[O-])O (2-(1-hydroxyethyl)-3-nitrophenol). Yield: 95.0%. Reaction SMILES: [OH:1][C:2]1[CH:9]=[CH:8][CH:7]=[C:6]([N+:10]([O-:12])=[O:11])[C:3]=1[CH:4]=[O:5].[CH3:13][Al](C)C.Cl>>[OH:5][CH:4]([C:3]1[C:6]([N+:10]([O-:12])=[O:11])=[CH:7][CH:8]=[CH:9][C:2]=1[OH:1])[CH3:13]. Reported procedure: To a stirred solution of 2-hydroxy-6-nitrobenzaldehyde (4.5 g, 26.926 mmol) was added dropwise trimethylaluminum (2M in toluene, 27 mL) under an argon atmosphere. The mixture was stirred at room temperature for 1 hr. The reaction mixture was poured into a cold (0° C.) aqueous 1N hydrochloric acid and extracted with ethyl acetate. The organic phase was washed with brine and dried over Na2SO4, filtered and concentrated. The residue was purified by column chromatography on silica gel (hexane/ethyl ... Reactants: COC(=O)Cc1cccc(OCc2csc(CCc3nc(-c4ccccc4)oc3C)n2)c1, CO, Cl, [Na+], C1CCOC1, [OH-], O. Yields the product Cc1oc(-c2ccccc2)nc1CCc1nc(COc2cccc(CC(=O)O)c2)cs1. RXN SMILES: [CH3:1][c:2]1[c:3]([CH2:13][CH2:14][c:15]2[s:16][cH:17][c:18]([CH2:20][O:21][c:22]3[cH:23][c:24]([CH2:28][C:29](=[O:30])[O:31][CH3:32])[cH:25][cH:26][cH:27]3)[n:19]2)[n:4][c:5](-[c:7]2[cH:8][cH:9][cH:10][cH:11][cH:12]2)[o:6]1.[CH3:42][OH:43].[ClH:40].[Na+:39].[O:33]1[CH2:34][CH2:35][CH2:36][CH2:37]1.[OH-:38].[OH2:41]>>[CH3:1][c:2]1[c:3]([CH2:13][CH2:14][c:15]2[s:16][cH:17][c:18]([CH2:20][O:21][c:22]3[cH:23][c:24]([CH2:28][C:29](=[O:30])[OH:31])[cH:25][cH:26][cH:27]3)[n:19]2)[n:4][c:5](-[c:7]2[cH:8][cH:9][cH:10][cH:11][cH:12]2)[o:6]1. Procedure details: A dioxane (5 mL) solution of 1-(3-bromophenyl)-1H-1,2,3-triazole (224 mg, 1.00 mmol) and 4-{[tert-butyl(dimethyl)silyl]oxy}piperidine (323 mg, 1.50 mmol) was degassed with bubbling nitrogen in a vial. 2-(Dicyclohexylphosphino)-2′-(dimethylamino)biphenyl (20 mg, 0.051 mmol), palladium(II)acetate (11 mg, 0.050 mmol), and sodium tert-butoxide (384 mg, 4.0 mmol) were then added. The reaction mixture was degassed again, and the vial was sealed. It was heated to 100° C. for 20 hours and allowed to coo... Solvent: O1CCOCC1 (dioxane). Starting materials: C1(CCCCC1)P(C1=C(C=CC=C1)C1=C(C=CC=C1)N(C)C)C1CCCCC1 (2-(Dicyclohexylphosphino)-2′-(dimethylamino)biphenyl), CC(C)([O-])C.[Na+] (sodium tert-butoxide), BrC=1C=C(C=CC1)N1N=NC=C1 (1-(3-bromophenyl)-1H-1,2,3-triazole), [Si](C)(C)(C(C)(C)C)OC1CCNCC1 (4-{[tert-butyl(dimethyl)silyl]oxy}piperidine). Reaction conditions: temperature 100 celsius. As a reaction SMILES: Br[C:2]1[CH:3]=[C:4]([N:8]2[CH:12]=[CH:11][N:10]=[N:9]2)[CH:5]=[CH:6][CH:7]=1.[Si:13]([O:20][CH:21]1[CH2:26][CH2:25][NH:24][CH2:23][CH2:22]1)([C:16]([CH3:19])([CH3:18])[CH3:17])([CH3:15])[CH3:14].C1(P(C2CCCCC2)C2C=CC=CC=2C2C=CC=CC=2N(C)C)CCCCC1.CC(C)([O-])C.[Na+]>C([O-])(=O)C.[Pd+2].C([O-])(=O)C.O1CCOCC1>[Si:13]([O:20][CH:21]1[CH2:22][CH2:23][N:24]([C:2]2[CH:7]=[CH:6][CH:5]=[C:4]([N:8]3[CH:12]=[CH:11][N:10]=[N:9]3)[CH:3]=2)[CH2:25][CH2:26]1)([C:16]([CH3:19])([CH3:18])[CH3:17])([CH3:15])[CH3:14] |f:3.4,5.6.7|. Product: [Si](C)(C)(C(C)(C)C)OC1CCN(CC1)C1=CC(=CC=C1)N1N=NC=C1 (4-{[tert-butyl(dimethyl)silyl]oxy}-1-[3-(1H-1,2,3-triazol-1-yl)phenyl]piperidine). Reagents/catalysts: C(C)(=O)[O-].[Pd+2].C(C)(=O)[O-] (palladium(II)acetate).